This data is from the Open Reaction Database (ORD), a public repository of structured organic reaction records. The task is: describe an organic reaction: reactants, conditions, products, and yield Starting materials: C1CCOC1, COC(=O)C(N)(CCS(C)(=O)=O)C(=O)c1ccc(NC(=O)c2cccnc2)cc1-c1ccccc1, O. Yields the product CS(=O)(=O)CCC(N)(C(=O)O)C(=O)c1ccc(NC(=O)c2cccnc2)cc1-c1ccccc1. As a reaction SMILES: [CH2:36]1[O:37][CH2:38][CH2:39][CH2:40]1.[CH3:1][O:2][C:3]([C:4]([CH2:5][CH2:6][S:7](=[O:8])(=[O:9])[CH3:10])([NH2:11])[C:12]([c:13]1[c:14](-[c:28]2[cH:29][cH:30][cH:31][cH:32][cH:33]2)[cH:15][c:16]([NH:19][C:20](=[O:21])[c:22]2[cH:23][n:24][cH:25][cH:26][cH:27]2)[cH:17][cH:18]1)=[O:34])=[O:35].[OH2:41]>>[O:2]=[C:3]([C:4]([CH2:5][CH2:6][S:7](=[O:8])(=[O:9])[CH3:10])([NH2:11])[C:12]([c:13]1[c:14](-[c:28]2[cH:29][cH:30][cH:31][cH:32][cH:33]2)[cH:15][c:16]([NH:19][C:20](=[O:21])[c:22]2[cH:23][n:24][cH:25][cH:26][cH:27]2)[cH:17][cH:18]1)=[O:34])[OH:35].